This data is from the Open Reaction Database (ORD), a public repository of structured organic reaction records. The task is: describe an organic reaction: reactants, conditions, products, and yield Reactants: CN(/C=C/C(=O)C1=NN(C=CC1=O)C1=CC(=CC=C1)S(=O)(=O)C)C (3-((E)-3-dimethylamino-acryloyl)-1-(3-methansulfonyl-phenyl)-1H-pyridazin-4-one), ClC=1C=C(C=CC1)NN ((3-chloro-phenyl)-hydrazine). The product is ClC=1C=C(C=CC1)N1N=CC=C1C1=NN(C=CC1=O)C1=CC(=CC=C1)S(=O)(=O)C (3-[2-(3-Chloro-phenyl)-2H-pyrazol-3-yl]-1-(3-methanesulfonyl-phenyl)-1H-pyridazin-4-one). As a reaction SMILES: C[N:2](C)/[CH:3]=[CH:4]/[C:5]([C:7]1[C:12](=[O:13])[CH:11]=[CH:10][N:9]([C:14]2[CH:19]=[CH:18][CH:17]=[C:16]([S:20]([CH3:23])(=[O:22])=[O:21])[CH:15]=2)[N:8]=1)=O.[Cl:25][C:26]1[CH:27]=[C:28]([NH:32]N)[CH:29]=[CH:30][CH:31]=1>>[Cl:25][C:26]1[CH:27]=[C:28]([N:32]2[C:5]([C:7]3[C:12](=[O:13])[CH:11]=[CH:10][N:9]([C:14]4[CH:19]=[CH:18][CH:17]=[C:16]([S:20]([CH3:23])(=[O:22])=[O:21])[CH:15]=4)[N:8]=3)=[CH:4][CH:3]=[N:2]2)[CH:29]=[CH:30][CH:31]=1. Procedure: Reaction of 3-((E)-3-dimethylamino-acryloyl)-1-(3-methansulfonyl-phenyl)-1H-pyridazin-4-one (A-7) and (3-chloro-phenyl)-hydrazine according to example 43 gave the desired product. MS: M=427.1 (M+H)+ The reactants are CCCC12COC(C3CCCNC3)(OC1)OC2, CC(=O)Cl, ClCCl, c1ccncc1. The product is CCCC12COC(C3CCCN(C(C)=O)C3)(OC1)OC2. Reaction SMILES: [CH2:5]([CH2:6][CH3:7])[C:8]12[CH2:9][O:10][C:11]([CH:16]3[CH2:17][NH:18][CH2:19][CH2:20][CH2:21]3)([O:12][CH2:13]1)[O:14][CH2:15]2.[CH3:1][C:2]([Cl:3])=[O:4].[Cl:28][CH2:29][Cl:30].[cH:22]1[cH:23][cH:24][n:25][cH:26][cH:27]1>>[CH3:1][C:2](=[O:4])[N:18]1[CH2:17][CH:16]([C:11]23[O:10][CH2:9][C:8]([CH2:5][CH2:6][CH3:7])([CH2:13][O:12]2)[CH2:15][O:14]3)[CH2:21][CH2:20][CH2:19]1. The reactants are [H][H] (hydrogen), C(C)(=O)OC12CC3(CC(CC(C1)C3)C2)[N+](=O)[O-] (1-acetyloxy-3-nitroadamantane). Product: C(C)(=O)OC12CC3(CC(CC(C1)C3)C2)N (1-acetyloxy-3-aminoadamantane). The yield is 70.0%. As a reaction SMILES: [H][H].[C:3]([O:6][C:7]12[CH2:16][CH:11]3[CH2:12][CH:13]([CH2:15][C:9]([N+:17]([O-])=O)([CH2:10]3)[CH2:8]1)[CH2:14]2)(=[O:5])[CH3:4]>>[C:3]([O:6][C:7]12[CH2:16][CH:11]3[CH2:12][CH:13]([CH2:15][C:9]([NH2:17])([CH2:10]3)[CH2:8]1)[CH2:14]2)(=[O:5])[CH3:4]. Procedure: An autoclave was charged, 10 mmole of 1-acetyloxy-3-nitroadamantane obtained by the method of Example 14, 5% Pd-C (10 mole % of Pd relative to a substrate), 1 ml of dilute hydrochloric acid and 10 ml of methanol. The mixture was stirred for 2 hours at 80° C. in an atmosphere of hydrogen at 30 atm. As a result, the conversion of 1-acetyloxy-3-nitroadamantane was 90%, and 1-acetyloxy-3-aminoadamantane (yield 70%) was formed. Reactants: CC(CCCC(=O)O)NC(=O)C(C)SC(=O)c1ccccc1, [Na+], [OH-]. Yields the product CC(CCCC(=O)O)NC(=O)C(C)S. RXN SMILES: [C:1](=[O:2])([c:3]1[cH:4][cH:5][cH:6][cH:7][cH:8]1)[S:9][CH:10]([C:11](=[O:12])[NH:13][CH:14]([CH2:15][CH2:16][CH2:17][C:18](=[O:19])[OH:20])[CH3:21])[CH3:22].[Na+:24].[OH-:23]>>[SH:9][CH:10]([C:11](=[O:12])[NH:13][CH:14]([CH2:15][CH2:16][CH2:17][C:18](=[O:19])[OH:20])[CH3:21])[CH3:22].